Dataset: the Open Reaction Database (ORD), a public repository of structured organic reaction records. Task: describe an organic reaction: reactants, conditions, products, and yield Reactants: ClC1=C(C(C(=O)O)=C(C=C1Cl)Cl)C(=O)O (3,4,6-Trichlorophthalic Acid), [OH-].[Na+] (NaOH). The reagents and catalysts are [Zn] (Zinc). Solvent: O (water). Conditions: temperature 90 celsius. The product is ClC1=C(C(C(=O)O)=C(C=C1)Cl)C(=O)O (3,6-dichlorophthalic acid). The yield is 97367.0%. Reaction SMILES: [Cl:1][C:2]1[C:10](Cl)=[CH:9][C:8]([Cl:12])=[C:4]([C:5]([OH:7])=[O:6])[C:3]=1[C:13]([OH:15])=[O:14].[OH-].[Na+]>O.[Zn]>[Cl:1][C:2]1[CH:10]=[CH:9][C:8]([Cl:12])=[C:4]([C:5]([OH:7])=[O:6])[C:3]=1[C:13]([OH:15])=[O:14] |f:1.2|. Procedure: This compound was prepared by modifications to the literature method of J. Het. Chem., 1995, 32, 907. Zinc dust (165 g, 2.52 mmol) was added portionwise (over 15 min) to a homogenous mixture of 20 (118 g, 0.437 mmol) and NaOH (120 g) in water (1200 mL) stirred at 90° C. (bath) under a nitrogen atmosphere. The resulting heterogeneous mixture was further stirred at 95-100° C. for 5 h, then cooled to room temperature and filtered through a bed of Celite. The filter and residue was washed with water... Reactants: hydrochloride salt, Cl (hydrogen chloride), [OH-].[Na+] (sodium hydroxide), C(=O)(OC)COC1=CC=C(C=C1)CC(C)NCC(C1=CC=CC=C1)OC (N-[2-(4-Carbomethoxymethoxyphenyl)-1-methylethyl]-2-methoxy-2-phenylethanamine), resultant mixture, [H-].[Al+3].[Li+].[H-].[H-].[H-] (lithium aluminium hydride). Solvent: O (water), O (water), O1CCCC1 (tetrahydrofuran), O1CCCC1 (tetrahydrofuran). Product: O.Cl.OCCOC1=CC=C(C=C1)CC(C)NCC(C1=CC=CC=C1)OC.OCCOC1=CC=C(C=C1)CC(C)NCC(OC)C1=CC=CC=C1.Cl (N-[2-(4-(2-Hydroxyethoxy)phenyl)-1-methylethyl]-2-methoxy-2-phenylethanamine hydrochloride hemihydrate). Reaction SMILES: [C:1]([CH2:5][O:6][C:7]1[CH:12]=[CH:11][C:10]([CH2:13][CH:14]([NH:16][CH2:17][CH:18]([O:25][CH3:26])[C:19]2[CH:24]=[CH:23][CH:22]=[CH:21][CH:20]=2)[CH3:15])=[CH:9][CH:8]=1)(OC)=[O:2].[H-].[Al+3].[Li+].[H-].[H-].[H-].[OH-].[Na+].[ClH:35]>O1CCCC1.O>[OH2:2].[ClH:35].[OH:2][CH2:1][CH2:5][O:6][C:7]1[CH:8]=[CH:9][C:10]([CH2:13][CH:14]([NH:16][CH2:17][CH:18]([O:25][CH3:26])[C:19]2[CH:20]=[CH:21][CH:22]=[CH:23][CH:24]=2)[CH3:15])=[CH:11][CH:12]=1.[OH:2][CH2:1][CH2:5][O:6][C:7]1[CH:8]=[CH:9][C:10]([CH2:13][CH:14]([NH:16][CH2:17][CH:18]([C:19]2[CH:20]=[CH:21][CH:22]=[CH:23][CH:24]=2)[O:25][CH3:26])[CH3:15])=[CH:11][CH:12]=1.[ClH:35] |f:1.2.3.4.5.6,7.8,12.13.14.15.16|. Reported procedure: N-[2-(4-Carbomethoxymethoxyphenyl)-1-methylethyl]-2-methoxy-2-phenylethanamine (3.09 g) in dry tetrahydrofuran (30 ml) was added dropwise, with stirring, to a suspension of lithium aluminium hydride (1.65 g) in dry tetrahydrofuran (40 ml) and the resultant mixture heated under reflux for five hours. After cooling, water (1.7 ml), 10% aqueous sodium hydroxide (1.7 ml) and water (3.4 ml) were added carefully. Filtration and evaporation of the filtrate to dryness gave an oil which was converted to ...